From a dataset of the Open Reaction Database (ORD), a public repository of structured organic reaction records. describe an organic reaction: reactants, conditions, products, and yield Reactants: O=C([O-])O, CCOC(C)=O, CC(C)(C)OC(=O)N1CCC(CCOc2cc3nccc(Oc4ccc(NC(=O)NC5CC5)c(Cl)c4)c3cc2C#N)CC1, [Na+], O, O=C(O)C(F)(F)F. Product: N#Cc1cc2c(Oc3ccc(NC(=O)NC4CC4)c(Cl)c3)ccnc2cc1OCCC1CCNCC1. RXN SMILES: [C:51](=[O:52])([OH:53])[O-:54].[CH3:56][CH2:57][O:58][C:59](=[O:60])[CH3:61].[Cl:8][c:9]1[cH:10][c:11]([O:12][c:13]2[cH:14][cH:15][n:16][c:17]3[cH:18][c:19]([O:25][CH2:26][CH2:27][CH:28]4[CH2:29][CH2:30][N:31]([C:34]([O:35][C:36]([CH3:37])([CH3:38])[CH3:39])=[O:40])[CH2:32][CH2:33]4)[c:20]([C:23]#[N:24])[cH:21][c:22]23)[cH:41][cH:42][c:43]1[NH:44][C:45](=[O:46])[NH:47][CH:48]1[CH2:49][CH2:50]1.[Na+:55].[OH2:62].[OH:1][C:2]([C:3]([F:4])([F:5])[F:6])=[O:7]>>[Cl:8][c:9]1[cH:10][c:11]([O:12][c:13]2[cH:14][cH:15][n:16][c:17]3[cH:18][c:19]([O:25][CH2:26][CH2:27][CH:28]4[CH2:29][CH2:30][NH:31][CH2:32][CH2:33]4)[c:20]([C:23]#[N:24])[cH:21][c:22]23)[cH:41][cH:42][c:43]1[NH:44][C:45](=[O:46])[NH:47][CH:48]1[CH2:49][CH2:50]1. Starting materials: FC=1C=C(C=CC1O)C=1C=NC=C2C=CC(=NC12)C(=O)OCC (Ethyl 8-(3-fluoro-4-hydroxyphenyl)-1,6-naphthyridine-2-carboxylate), N.CO (ammonia methanol). Reaction conditions: temperature 80 celsius. Yields the product FC=1C=C(C=CC1O)C=1C=NC=C2C=CC(=NC12)C(=O)N (8-(3-Fluoro-4-hydroxyphenyl)-1,6-naphthyridine-2-carboxamide). The yield is 56.0%. RXN SMILES: [F:1][C:2]1[CH:3]=[C:4]([C:9]2[CH:10]=[N:11][CH:12]=[C:13]3[C:18]=2[N:17]=[C:16]([C:19](OCC)=[O:20])[CH:15]=[CH:14]3)[CH:5]=[CH:6][C:7]=1[OH:8].[NH3:24].CO>>[F:1][C:2]1[CH:3]=[C:4]([C:9]2[CH:10]=[N:11][CH:12]=[C:13]3[C:18]=2[N:17]=[C:16]([C:19]([NH2:24])=[O:20])[CH:15]=[CH:14]3)[CH:5]=[CH:6][C:7]=1[OH:8] |f:1.2|. Procedure: Ethyl 8-(3-fluoro-4-hydroxyphenyl)-1,6-naphthyridine-2-carboxylate (100 mg, 0.32 mmol) synthesized in Example 1 (1a) was dissolved in a 7M ammonia-methanol solution (10 mL), followed by stirring while heating at 80° C. for three hours. After cooling the resulting reaction liquid to room temperature, a precipitated solid was collected by filtration to give the desired title compound (51 mg, yield 56%). Starting materials: C1(=CC=CC=C1)OC(N(C(=O)OC1=CC=CC=C1)C1=NC=CC(=C1)OC1=C(C=C(C=C1)NC(=O)C1(CC1)C(NC1=CC=C(C=C1)F)=O)F)=O ([4-(2-fluoro-4-{[1-(4-fluorophenylcarbamoyl)cyclopropanecarbonyl]amino}phenoxy)pyridin-2-yl]-N-(phenoxycarbonyl)carbamic acid phenyl ester), CN(CCN1CCNCC1)C (1-[2-(dimethylamino)ethyl]piperazine). The solvent is CN(C=O)C (N,N-dimethylformamide). Conditions: time 3.5 hour. Product: CN(CCN1CCN(CC1)C(=O)NC1=NC=CC(=C1)OC1=C(C=C(C=C1)NC(=O)C1(CC1)C(=O)NC1=CC=C(C=C1)F)F)C (N-[4-({2-[({4-[2-(Dimethylamino)ethyl]piperazin-1-yl}carbonyl)amino]pyridin-4-yl}oxy)-3-fluorophenyl]-N′-(4-fluorophenyl)cyclopropane-1,1-dicarboxamide). The yield is 35.6%. As a reaction SMILES: C1(OC(=O)[N:9]([C:19]2[CH:24]=[C:23]([O:25][C:26]3[CH:31]=[CH:30][C:29]([NH:32][C:33]([C:35]4([C:38](=[O:47])[NH:39][C:40]5[CH:45]=[CH:44][C:43]([F:46])=[CH:42][CH:41]=5)[CH2:37][CH2:36]4)=[O:34])=[CH:28][C:27]=3[F:48])[CH:22]=[CH:21][N:20]=2)[C:10]([O:12]C2C=CC=CC=2)=O)C=CC=CC=1.[CH3:50][N:51]([CH3:60])[CH2:52][CH2:53][N:54]1[CH2:59][CH2:58][NH:57][CH2:56][CH2:55]1>CN(C)C=O>[CH3:50][N:51]([CH3:60])[CH2:52][CH2:53][N:54]1[CH2:59][CH2:58][N:57]([C:10]([NH:9][C:19]2[CH:24]=[C:23]([O:25][C:26]3[CH:31]=[CH:30][C:29]([NH:32][C:33]([C:35]4([C:38]([NH:39][C:40]5[CH:45]=[CH:44][C:43]([F:46])=[CH:42][CH:41]=5)=[O:47])[CH2:37][CH2:36]4)=[O:34])=[CH:28][C:27]=3[F:48])[CH:22]=[CH:21][N:20]=2)=[O:12])[CH2:56][CH2:55]1. Procedure details: To [4-(2-fluoro-4-{[1-(4-fluorophenylcarbamoyl)cyclopropanecarbonyl]amino}phenoxy)pyridin-2-yl]-N-(phenoxycarbonyl)carbamic acid phenyl ester (130 mg) was added a solution of 1-[2-(dimethylamino)ethyl]piperazine (123 mg) in N,N-dimethylformamide (2.5 ml) at room temperature, followed by stirring for 3.5 hr. The reaction mixture was partitioned between ethyl acetate and water. The organic layer was washed with a saturated aqueous solution of ammonium chloride and brine in this order, and dried ov... Reactants: C(C1=CC=CC=C1)N1C[C@@H]2N(C(C=3C=CC=CC3C2)=O)C[C@H]1C ((3R,11aR)-1,2,3,4,11,11a-Hexahydro-2-benzyl-3-methyl-pyrazino[1,2-b]isoquinolin-6-one), [H][H] (hydrogen). The reagents and catalysts are [Pd] (palladium on carbon). Solvent: CO (methanol). Yields the product C[C@H]1NC[C@@H]2N(C(C=3C=CC=CC3C2)=O)C1 ((3R,11aR)-1,2,3,4,11,11a-hexahydro-3-methyl-pyrazino[1,2-b]isoquinolin-6-one). The yield is 99.6%. As a reaction SMILES: C([N:8]1[C@H:22]([CH3:23])[CH2:21][N:11]2[C:12](=[O:20])[C:13]3[CH:14]=[CH:15][CH:16]=[CH:17][C:18]=3[CH2:19][C@@H:10]2[CH2:9]1)C1C=CC=CC=1.[H][H]>[Pd].CO>[CH3:23][C@@H:22]1[CH2:21][N:11]2[C:12](=[O:20])[C:13]3[CH:14]=[CH:15][CH:16]=[CH:17][C:18]=3[CH2:19][C@@H:10]2[CH2:9][NH:8]1. Procedure: (3R,11aR)-1,2,3,4,11,11a-Hexahydro-2-benzyl-3-methyl-pyrazino[1,2-b]isoquinolin-6-one (81 mg, 0.26 mmol) and 10% palladium on carbon (25 mg) in methanol (6.5 ml) was stirred under a balloon of hydrogen for 19 h. Evaporation of the filtrate after filtration through Celite® afforded pure (3R,11aR)-1,2,3,4,11,11a-hexahydro-3-methyl-pyrazino[1,2-b]isoquinolin-6-one (56 mg, 83% yield). MS (ESI) 217 (M+H). The reactants are C(C)(=O)O[C@@H]1[C@H]([C@@H](O[C@@H]([C@@H]1OC(C)=O)COC(C)=O)OCCOCCOCCOCC(=O)O)NC(C)=O ((2-{2-[2-((2R,3R,4R,5R,6R)-4,5-diacetoxy-6-acetoxymethyl-3-acetylamino-tetrahydro-pyran-2-yloxy)-ethoxy]-ethoxy}-ethoxy)-acetic acid), Cl.C(C1=CC=CC=C1)OC([C@H](CCCCN)NC([C@H](CCCCN)N)=O)=O ((S)-6-amino-2-((S)-2,6-diamino-hexanoylamino)-hexanoic acid benzyl ester hydrochloride), CCN(C(C)C)C(C)C (Hünig's base), ON1N=NC2=C1N=CC=C2 (1-hydroxy-7-azabenzotriazole), Cl.CN(CCCN=C=NCC)C (1-(3-dimethylaminopropyl)-3-ethylcarbodiimide hydrochloride). The solvent is C(Cl)Cl (CH2Cl2), CN(C)C=O (DMF). The product is OC1[C@@H]([C@@H](O)[C@@H](O)[C@H](O1)CO)NC(=O)C (GalNAc). The yield is 142.2%. Reaction SMILES: C([O:4][C@H:5]1[C@@H:10]([O:11]C(=O)C)[C@@H:9]([CH2:15][O:16]C(=O)C)[O:8][C@@H:7]([O:20]CCOCCOCCOCC(O)=O)[C@@H:6]1[NH:34][C:35](=[O:37])[CH3:36])(=O)C.Cl.C(OC(=O)[C@@H](NC(=O)[C@@H](N)CCCCN)CCCCN)C1C=CC=CC=1.CCN(C(C)C)C(C)C.ON1C2N=CC=CC=2N=N1.Cl.CN(C)CCCN=C=NCC>C(Cl)Cl.CN(C=O)C>[OH:20][CH:7]1[O:8][C@H:9]([CH2:15][OH:16])[C@H:10]([OH:11])[C@H:5]([OH:4])[C@H:6]1[NH:34][C:35]([CH3:36])=[O:37] |f:1.2,5.6|. Procedure: The above prepared (2-{2-[2-((2R,3R,4R,5R,6R)-4,5-diacetoxy-6-acetoxymethyl-3-acetylamino-tetrahydro-pyran-2-yloxy)-ethoxy]-ethoxy}-ethoxy)-acetic acid (2.820 g, 5.246 mmol) and (S)-6-amino-2-((S)-2,6-diamino-hexanoylamino)-hexanoic acid benzyl ester hydrochloride (preparation see below, 0.829 g, 1.749 mmol) were dissolved in a mixture of 32 ml, of CH2Cl2 and 3.2 mL of DMF, treated successively with Hünig's base (2.096 ml, 12.25 mmol), 1-hydroxy-7-azabenzotriazole (0.714 g, 5.248 mmol) and 1-(3-...